Dataset: the Open Reaction Database (ORD), a public repository of structured organic reaction records. Task: describe an organic reaction: reactants, conditions, products, and yield Starting materials: BrCCOC1CCCCO1, [H-], [Na+], CN(C)C=O, O, Sc1ccncc1. The product is c1cc(SCCOC2CCCCO2)ccn1. As a reaction SMILES: [Br:10][CH2:11][CH2:12][O:13][CH:14]1[O:15][CH2:16][CH2:17][CH2:18][CH2:19]1.[H-:1].[Na+:2].[O:20]=[CH:21][N:22]([CH3:23])[CH3:24].[OH2:25].[SH:3][c:4]1[cH:5][cH:6][n:7][cH:8][cH:9]1>>[S:3]([c:4]1[cH:5][cH:6][n:7][cH:8][cH:9]1)[CH2:11][CH2:12][O:13][CH:14]1[O:15][CH2:16][CH2:17][CH2:18][CH2:19]1. Reactants: CC(C)(C)OC(=O)N1CC2CC1CN2C(=O)c1cc2ccccc2[nH]1, CO, O=CO, Cl. Product: Cl, O=C(c1cc2ccccc2[nH]1)N1CC2CC1CN2. As a reaction SMILES: [C:1]([O:2][C:3](=[O:4])[N:8]1[CH:9]2[CH2:10][N:11]([C:15](=[O:16])[c:17]3[nH:18][c:19]4[cH:20][cH:21][cH:22][cH:23][c:24]4[cH:25]3)[CH:12]([CH2:13]1)[CH2:14]2)([CH3:5])([CH3:6])[CH3:7].[CH3:30][OH:31].[CH:27]([OH:28])=[O:29].[ClH:26]>>[ClH:26].[NH:8]1[CH:9]2[CH2:10][N:11]([C:15](=[O:16])[c:17]3[nH:18][c:19]4[cH:20][cH:21][cH:22][cH:23][c:24]4[cH:25]3)[CH:12]([CH2:13]1)[CH2:14]2. The reactants are ClC=1C=C(C=C(C1)Cl)S(=O)(=O)C=1C=CC2=C(C1)C=1CNCCC1O2 (8-(3,5-dichlorophenylsulfonyl)-1,2,3,4-tetrahydrobenzofuro[3,2-c]pyridine), hydrochloride salt, Cl (HCl). Run in CO (methanol), CO (methanol). The product is Cl.ClC=1C=C(C=C(C1)Cl)S(=O)(=O)C=1C=CC2=C(C1)C=1CNCCC1O2 (8-(3,5-dichlorophenylsulfonyl)-1,2,3,4-tetrahydrobenzofuro[3,2-c]pyridine hydrochloride). Isolated yield 191.1%. Reaction SMILES: [Cl:1][C:2]1[CH:3]=[C:4]([S:9]([C:12]2[CH:13]=[CH:14][C:15]3[O:24][C:23]4[CH2:22][CH2:21][NH:20][CH2:19][C:18]=4[C:16]=3[CH:17]=2)(=[O:11])=[O:10])[CH:5]=[C:6]([Cl:8])[CH:7]=1.Cl>CO>[ClH:1].[Cl:1][C:2]1[CH:3]=[C:4]([S:9]([C:12]2[CH:13]=[CH:14][C:15]3[O:24][C:23]4[CH2:22][CH2:21][NH:20][CH2:19][C:18]=4[C:16]=3[CH:17]=2)(=[O:11])=[O:10])[CH:5]=[C:6]([Cl:8])[CH:7]=1 |f:3.4|. Procedure: The product of step B (30 mg, 0.08 mmol) was converted to hydrochloride salt by dissolving in methanol and treating with 1.25 M HCl in methanol. The reaction mixture was concentrated in vacuo to give 8-(3,5-dichlorophenylsulfonyl)-1,2,3,4-tetrahydrobenzofuro[3,2-c]pyridine hydrochloride (32 mg, 98%, AUC HPLC 98.3%) as a white solid: mp 312-315° C.; 1H NMR (DMSO-d6, 300 MHz) δ 9.43 (br s, 2H), 8.50 (d, J=1.8 Hz, 1H), 8.06-7.96 (m, 4H), 7.86 (d, J=8.7 Hz, 1H), 4.40 (s, 2H), 3.54 (t, J=6.0 Hz, 2H),...